From a dataset of the Open Reaction Database (ORD), a public repository of structured organic reaction records. describe an organic reaction: reactants, conditions, products, and yield Starting materials: CON(C(=O)C1COCC1)C (N-methoxy-N-methyltetrahydrofuran-3-carboxamide), CON(C(=O)C1COCC1)C (N-methoxy-N-methyltetrahydrofuran-3-carboxamide), C(C)[Mg]Br (Ethylmagnesium bromide). Solvent: O1CCCC1 (tetrahydrofuran). Reaction conditions: temperature 0 celsius, time 8 hour. The product is O1CC(CC1)C(CC)=O (1-(Tetrahydrofuran-3-yl)propan-1-one). Yield: 83.2%. Reaction SMILES: CON(C)[C:4]([CH:6]1[CH2:10][CH2:9][O:8][CH2:7]1)=[O:5].[CH2:12]([Mg]Br)[CH3:13]>O1CCCC1>[O:8]1[CH2:9][CH2:10][CH:6]([C:4](=[O:5])[CH2:12][CH3:13])[CH2:7]1. Reported procedure: Into a 250-mL 3-neck round-bottom flask, was placed a solution of N-methoxy-N-methyltetrahydrofuran-3-carboxamide (compound 263.1, 6.71 g, 42.2 mmol) in tetrahydrofuran (100 mL). The system was purged with nitrogen, then cooled to 0° C. Ethylmagnesium bromide (3M in diethyl ether, 17 mL, 51 mmol) was added drop-wise at 0° C. over 30 min. The resulting solution was stirred overnight at 40° C., then cooled and carefully quenched with aqueous HCl (1M, 10 mL). The resulting mixture was concentrated ... Starting materials: CN(C)C=O, CCOCC, O=C(Cl)C(=O)Cl, O=C(O)c1cc2c(F)c(F)c1OCO2. The product is O=C(Cl)c1cc2c(F)c(F)c1OCO2. Reaction SMILES: [CH3:15][N:16]([CH3:17])[CH:18]=[O:19].[CH3:26][CH2:27][O:28][CH2:29][CH3:30].[Cl:20][C:21]([C:22]([Cl:23])=[O:24])=[O:25].[F:1][c:2]1[c:3]2[c:4]([C:5](=[O:6])[OH:7])[cH:8][c:9]([c:10]1[F:11])[O:12][CH2:13][O:14]2>>[F:1][c:2]1[c:3]2[c:4]([C:5](=[O:6])[Cl:20])[cH:8][c:9]([c:10]1[F:11])[O:12][CH2:13][O:14]2.